Dataset: the Open Reaction Database (ORD), a public repository of structured organic reaction records. Task: describe an organic reaction: reactants, conditions, products, and yield The reactants are CCOc1cc(C(C)(C)C#N)ccc1C1=NC(C)(c2ccc(Cl)cc2)C(C)(c2ccc(Cl)cc2)N1C(=O)Cl, Cl, Cl, CC(=O)NCCN1CCNCC1. The product is CCOc1cc(C(C)(C)C#N)ccc1C1=NC(C)(c2ccc(Cl)cc2)C(C)(c2ccc(Cl)cc2)N1C(=O)N1CCN(CCNC(C)=O)CC1. RXN SMILES: [Cl:1][c:2]1[cH:3][cH:4][c:5]([C:8]2([CH3:38])[N:9]=[C:10]([c:24]3[c:25]([O:35][CH2:36][CH3:37])[cH:26][c:27]([C:30]([CH3:31])([CH3:32])[C:33]#[N:34])[cH:28][cH:29]3)[N:11]([C:21](=[O:22])[Cl:23])[C:12]2([CH3:13])[c:14]2[cH:15][cH:16][c:17]([Cl:20])[cH:18][cH:19]2)[cH:6][cH:7]1.[ClH:39].[ClH:40].[N:41]1([CH2:47][CH2:48][NH:49][C:50]([CH3:51])=[O:52])[CH2:42][CH2:43][NH:44][CH2:45][CH2:46]1>>[Cl:1][c:2]1[cH:3][cH:4][c:5]([C:8]2([CH3:38])[N:9]=[C:10]([c:24]3[c:25]([O:35][CH2:36][CH3:37])[cH:26][c:27]([C:30]([CH3:31])([CH3:32])[C:33]#[N:34])[cH:28][cH:29]3)[N:11]([C:21](=[O:22])[N:44]3[CH2:43][CH2:42][N:41]([CH2:47][CH2:48][NH:49][C:50]([CH3:51])=[O:52])[CH2:46][CH2:45]3)[C:12]2([CH3:13])[c:14]2[cH:15][cH:16][c:17]([Cl:20])[cH:18][cH:19]2)[cH:6][cH:7]1. The reactants are CCCCC[Zn+], COCCC[Zn+], [Cl-], [Cl-], Fc1ccc(C2CCC(CCC3CC[SiH](Cl)CC3)CC2)cc1F, Fc1ccc(C2CCC(CCC3CC[SiH](Cl)CC3)CC2)cc1. The product is COCCC[SiH]1CCC(CCC2CCC(c3ccc(F)c(F)c3)CC2)CC1. As a reaction SMILES: [CH2:54]([Zn+:55])[CH2:56][CH2:57][CH2:58][CH3:59].[CH3:25][O:26][CH2:27][CH2:28][CH2:29][Zn+:30].[Cl-:24].[Cl-:53].[Cl:1][SiH:2]1[CH2:3][CH2:4][CH:5]([CH2:8][CH2:9][CH:10]2[CH2:11][CH2:12][CH:13]([c:16]3[cH:17][c:18]([F:23])[c:19]([F:22])[cH:20][cH:21]3)[CH2:14][CH2:15]2)[CH2:6][CH2:7]1.[Cl:31][SiH:32]1[CH2:33][CH2:34][CH:35]([CH2:36][CH2:37][CH:38]2[CH2:39][CH2:40][CH:41]([c:42]3[cH:43][cH:44][c:45]([F:46])[cH:47][cH:48]3)[CH2:49][CH2:50]2)[CH2:51][CH2:52]1>>[SiH:2]1([CH2:29][CH2:28][CH2:27][O:26][CH3:25])[CH2:3][CH2:4][CH:5]([CH2:8][CH2:9][CH:10]2[CH2:11][CH2:12][CH:13]([c:16]3[cH:17][c:18]([F:23])[c:19]([F:22])[cH:20][cH:21]3)[CH2:14][CH2:15]2)[CH2:6][CH2:7]1. Reactants: OC(C#N)C=1C=CC2=C(N=C(O2)C2=CC=CC=C2)C1 (α-hydroxy-2-phenyl-5-benzoxazolyl-acetonitrile), C (charcoal), C(C)(=O)O (acetic acid). Reagents/catalysts: [Pd] (palladium). Conditions: time 4 hour. Product: C1(=CC=CC=C1)C=1OC2=C(N1)C=C(C=C2)CC(=O)O (2-phenyl-5-benzoxazolylacetic acid). As a reaction SMILES: OC([C:5]1[CH:6]=[CH:7][C:8]2[O:12][C:11]([C:13]3[CH:18]=[CH:17][CH:16]=[CH:15][CH:14]=3)=[N:10][C:9]=2[CH:19]=1)C#N.C.[C:21]([OH:24])(=[O:23])[CH3:22]>[Pd]>[C:13]1([C:11]2[O:12][C:8]3[CH:7]=[CH:6][C:5]([CH2:22][C:21]([OH:24])=[O:23])=[CH:19][C:9]=3[N:10]=2)[CH:14]=[CH:15][CH:16]=[CH:17][CH:18]=1. Procedure details: A solution of α-hydroxy-2-phenyl-5-benzoxazolyl-acetonitrile (2 g.) in acetic acid (30 ml.) containing palladium or charcoal was hydrogenated for 4 hours. The catalyst was filtered off and the solution was evaporated to dryness. The residue was recrystallised to give pure 2-phenyl-5-benzoxazolylacetic acid m.p. 175° C. The reactants are C(C)(=O)Cl (acetyl chloride), COC=1C=C(C=CC1OC)C1C(CCCC1)(O)C(CN(C)C)C (2-(3,4-Dimethoxyphenyl)-1-(2-dimethylamino-1-methylethyl)cyclohexanol), Cl (HCl). Run in O1CCCC1 (tetrahydrofuran), CCOCC (ether), C(C)(C)O (isopropanol). The product is Cl.C(C)(=O)OC1(C(CCCC1)C1=CC(=C(C=C1)OC)OC)C(CN(C)C)C (2-(3,4-Dimethoxyphenyl)-1-(2-dimethylamino-1-methylethyl)cyclohexyl acetate hydrochloride). RXN SMILES: [C:1]([Cl:4])(=[O:3])[CH3:2].[CH3:5][O:6][C:7]1[CH:8]=[C:9]([CH:15]2[CH2:20][CH2:19][CH2:18][CH2:17][C:16]2([CH:22]([CH3:27])[CH2:23][N:24]([CH3:26])[CH3:25])[OH:21])[CH:10]=[CH:11][C:12]=1[O:13][CH3:14].Cl>C(O)(C)C.O1CCCC1.CCOCC>[ClH:4].[C:1]([O:21][C:16]1([CH:22]([CH3:27])[CH2:23][N:24]([CH3:26])[CH3:25])[CH2:17][CH2:18][CH2:19][CH2:20][CH:15]1[C:9]1[CH:10]=[CH:11][C:12]([O:13][CH3:14])=[C:7]([O:6][CH3:5])[CH:8]=1)(=[O:3])[CH3:2] |f:6.7|. Procedure details: The procedure of Example I(c) is followed using 6.5 ml acetyl chloride and 11.5 g 2-(3,4-Dimethoxyphenyl)-1-(2-dimethylamino-1-methylethyl)cyclohexanol and a reaction time of 6 hours to give 9.5 g. crude HCl salt which is dissolved in 50 ml isopropanol and diluted with 440 ml tetrahydrofuran and 60 ml ether to give 7.1 g product, m. 200°. Reactants: ClS(=O)(=O)N=C=O (chlorosulfonylisocyanate), NC1=CC=CC=C1 (aniline), FC1=C(C=O)C=CC(=C1)Cl (2-fluoro-4-chlorobenzaldehyde), C(C)(=O)O (acetic acid), C(C)(=O)O[BH-](OC(C)=O)OC(C)=O.[Na+] (sodium triacetoxyborohydride), [Cl-].[Al+3].[Cl-].[Cl-] (aluminium chloride). The product is ClC1=CC(=C(CN2C(NS(C3=C2C=CC=C3)(=O)=O)=O)C=C1)F (4-(4-Chloro-2-fluorobenzyl)-2H-1,2,4-benzothiadiazin-3(4H)-one 1,1-dioxide). The yield is 41.0%. RXN SMILES: [NH2:1][C:2]1[CH:7]=[CH:6][CH:5]=[CH:4][CH:3]=1.[F:8][C:9]1[CH:16]=[C:15]([Cl:17])[CH:14]=[CH:13][C:10]=1[CH:11]=O.C(O)(=O)C.C(O[BH-](OC(=O)C)OC(=O)C)(=O)C.[Na+].Cl[S:37]([N:40]=[C:41]=[O:42])(=[O:39])=[O:38].[Cl-].[Al+3].[Cl-].[Cl-]>>[Cl:17][C:15]1[CH:14]=[CH:13][C:10]([CH2:11][N:1]2[C:2]3[CH:7]=[CH:6][CH:5]=[CH:4][C:3]=3[S:37](=[O:39])(=[O:38])[NH:40][C:41]2=[O:42])=[C:9]([F:8])[CH:16]=1 |f:3.4,6.7.8.9|. Reported procedure: The title compound (4.2 g, 12.3 mmol) was prepared in two steps from aniline (8.8 g, 94.7 mmol), 2-fluoro-4-chlorobenzaldehyde (9.0 g, 63.0 mmol), glacial acetic acid (11.36 g, 183 mmol) and sodium triacetoxyborohydride (20.0 g, 94.5 mmol); followed by chlorosulfonylisocyanate (4.3 g, 30.0 mmol) and aluminium chloride (4.78 g, 35.7 mmol) using the methods of (IntE1). RXN SMILES: [C:1]1([C:7]2[C:11]([OH:12])=[C:10]([C:13]3[CH:18]=[CH:17][CH:16]=[CH:15][CH:14]=3)[NH:9][N:8]=2)[CH:6]=[CH:5][CH:4]=[CH:3][CH:2]=1.C[O-].[Na+].CO.Br[CH2:25][CH2:26][CH3:27]>O>[CH2:25]([O:12][C:11]1[C:7]([C:1]2[CH:6]=[CH:5][CH:4]=[CH:3][CH:2]=2)=[N:8][NH:9][C:10]=1[C:13]1[CH:14]=[CH:15][CH:16]=[CH:17][CH:18]=1)[CH2:26][CH3:27] |f:1.2|. Product: C(CC)OC=1C(=NNC1C1=CC=CC=C1)C1=CC=CC=C1 (4-(n-Propoxy)-3,5-diphenylpyrazole). Procedure: A mixture of 3,5-diphenyl-4-pyrazolol (10 g, 0.042 mole), sodium methoxide (2.27 g, 0.042 mole) and methanol (60 ml) is heated at 60° C for 2 hours. Then 1-bromopropane (5.17 g, 0.042 mole) is added slowly (5 minutes) at 60° C. The reaction mixture is then held at 60° C until the reaction is complete by tlc. The mixture is poured into water and the solid formed is isolated by filtration. Recrystallization of the solid from acetonitrile affords white crystals, 7.4 g (63%), melting point 142°-142.... The solvent is O (water). The reactants are C1(=CC=CC=C1)C1=NNC(=C1O)C1=CC=CC=C1 (3,5-diphenyl-4-pyrazolol), C[O-].[Na+] (sodium methoxide), CO (methanol), BrCCC (1-bromopropane). Run at temperature 60 celsius.